From a dataset of the Open Reaction Database (ORD), a public repository of structured organic reaction records. describe an organic reaction: reactants, conditions, products, and yield Procedure details: The general method described in Steps 9 and 10 of Example 1 was used to aminate 7-(2-propyl-1H-imidazo[4,5-c]quinolin-1-yl)heptan-2-one (5.0 g, 15.5 mmol) by reaction with m-CPBA (8.0 g) to provide 7-(5-oxido-2-propyl-1H-imidazo[4,5-c]quinolin-1-yl)heptan-2-one followed by reaction with p-toluenesulfonyl chloride (4.42 g, 23.2 mmol) and ammonium hydroxide solution (50 mL) to provide 7-(4-amino-2-propyl-1H-imidazo[4,5-c]quinolin-1-yl)heptan-2-one) as an off-white solid after recrystallization fro... RXN SMILES: [CH2:1]([C:4]1[N:5]([CH2:17][CH2:18][CH2:19][CH2:20][CH2:21][C:22](=[O:24])[CH3:23])[C:6]2[C:15]3[CH:14]=[CH:13][CH:12]=[CH:11][C:10]=3[N:9]=[CH:8][C:7]=2[N:16]=1)[CH2:2][CH3:3].C1C=C(Cl)C=C(C(OO)=[O:33])C=1>>[O-:33][N+:9]1[C:10]2[CH:11]=[CH:12][CH:13]=[CH:14][C:15]=2[C:6]2[N:5]([CH2:17][CH2:18][CH2:19][CH2:20][CH2:21][C:22](=[O:24])[CH3:23])[C:4]([CH2:1][CH2:2][CH3:3])=[N:16][C:7]=2[CH:8]=1. Reactants: C(CC)C=1N(C2=C(C=NC=3C=CC=CC23)N1)CCCCCC(C)=O (7-(2-propyl-1H-imidazo[4,5-c]quinolin-1-yl)heptan-2-one), C1=CC(=CC(=C1)Cl)C(=O)OO (m-CPBA). Product: [O-][N+]1=CC2=C(C=3C=CC=CC13)N(C(=N2)CCC)CCCCCC(C)=O (7-(5-oxido-2-propyl-1H-imidazo[4,5-c]quinolin-1-yl)heptan-2-one). Reactants: BrC=1OC(=CC1)\C=C\[N+](=O)[O-] (2-Bromo-5-((E)-2-nitrovinyl)furan), C1=CC=C(C=C1)S (thiofenol), C(C)(C)NC1CCCCC1 (N-isopropylcyclohexylamine). The solvent is C(Cl)Cl (methylene chloride). Yields the product BrC=1OC(=CC1)C(C[N+](=O)[O-])SC1=CC=CC=C1 (2-Bromo-5-(2-nitro-1-phenylsulfanylethyl)furan). Reaction SMILES: [Br:1][C:2]1[O:3][C:4](/[CH:7]=[CH:8]/[N+:9]([O-:11])=[O:10])=[CH:5][CH:6]=1.[CH:12]1[CH:17]=[CH:16][C:15]([SH:18])=[CH:14][CH:13]=1.C(NC1CCCCC1)(C)C>C(Cl)Cl>[Br:1][C:2]1[O:3][C:4]([CH:7]([S:18][C:15]2[CH:16]=[CH:17][CH:12]=[CH:13][CH:14]=2)[CH2:8][N+:9]([O-:11])=[O:10])=[CH:5][CH:6]=1. Reported procedure: 2-Bromo-5-((E)-2-nitrovinyl)furan (1.50 g, 0.006880 mol), thiofenol (0.91 ml, 0.99 g, 0.008945 mol) and N-isopropylcyclohexylamine (0.1 ml, 0.085 g, 0.0006017 mol) in dry methylene chloride (150 ml) was stirred in nitrogen atmosphere at RT for 4.5 h. Then the solution was washed with water, dried with Na2SO4 and evaporated. The product was stored in a freezer. 1H NMR (400 MHz, DMSO-d6): 4.94-5.01 (1H, m), 5.11-5.17 (2H, m), 6.37 (1H, d), 6.49 (1H, d), 7.38 (5H, m). Reactants: N1CCCC1 (pyrrolidine), CN(C)C=O (DMF), ClCC1=NC2=CC3=C(C=C2C(=[N+]1[O-])C1=CC2=C(C=C1)OCO2)OCO3 (2-chloromethyl-6,7-methylenedioxy-4-(3,4-methylenedioxyphenyl)quinazoline-3-oxide). Solvent: CO (MeOH). Conditions: temperature 65 celsius, time 1.5 hour. Yields the product N1(CCCC1)CC1=NC2=CC3=C(C=C2C(=[N+]1[O-])C1=CC2=C(C=C1)OCO2)OCO3 (2-(Pyrrolidin-1-yl)methyl-6,7-methylenedioxy-4-(3,4-methylenedioxyphenyl)quinazoline-3-oxide), solid. As a reaction SMILES: Cl[CH2:2][C:3]1[N+:12]([O-:13])=[C:11]([C:14]2[CH:19]=[CH:18][C:17]3[O:20][CH2:21][O:22][C:16]=3[CH:15]=2)[C:10]2[C:5](=[CH:6][C:7]3[O:25][CH2:24][O:23][C:8]=3[CH:9]=2)[N:4]=1.[NH:26]1[CH2:30][CH2:29][CH2:28][CH2:27]1.CN(C=O)C>CO>[N:26]1([CH2:2][C:3]2[N+:12]([O-:13])=[C:11]([C:14]3[CH:19]=[CH:18][C:17]4[O:20][CH2:21][O:22][C:16]=4[CH:15]=3)[C:10]3[C:5](=[CH:6][C:7]4[O:25][CH2:24][O:23][C:8]=4[CH:9]=3)[N:4]=2)[CH2:30][CH2:29][CH2:28][CH2:27]1. Procedure: To a suspension of 2-chloromethyl-6,7-methylenedioxy-4-(3,4-methylenedioxyphenyl)quinazoline-3-oxide (200 mg, 0.55 mmol), in MeOH (5 mL), was added pyrrolidine (0.4 mL). The mixture was stirred at 65° C. for 1.5 h. DMF (6 mL) was added and the heating was continued at 60° C. for 15 h. After cooling, the separated solid was collected by filtration, washed with hexane, and air dried to give the title compound as off white solid (175 mg). The crude product was purified by column chromatography on s...